From a dataset of the Open Reaction Database (ORD), a public repository of structured organic reaction records. describe an organic reaction: reactants, conditions, products, and yield Starting materials: ClC(Cl)(Cl)Cl, CCCn1cc(Cc2ccc(C(=O)OC)cc2OC)c2cc(C(O)C(C)(C)C(=O)O)ccc21, CC[SiH](CC)CC, O, O=C(O)C(F)(F)F. Yields the product CCCn1cc(Cc2ccc(C(=O)OC)cc2OC)c2cc(CC(C)(C)C(=O)O)ccc21. RXN SMILES: [C:49]([Cl:50])([Cl:51])([Cl:52])[Cl:53].[C:8](=[O:9])([OH:10])[C:11]([CH:12]([OH:13])[c:14]1[cH:15][c:16]2[c:17]([CH2:26][c:27]3[c:28]([O:37][CH3:38])[cH:29][c:30]([C:31](=[O:32])[O:33][CH3:34])[cH:35][cH:36]3)[cH:18][n:19]([CH2:23][CH2:24][CH3:25])[c:20]2[cH:21][cH:22]1)([CH3:39])[CH3:40].[CH2:41]([SiH:42]([CH2:43][CH3:44])[CH2:45][CH3:46])[CH3:47].[OH2:48].[OH:1][C:2]([C:3]([F:4])([F:5])[F:6])=[O:7]>>[C:8](=[O:9])([OH:10])[C:11]([CH2:12][c:14]1[cH:15][c:16]2[c:17]([CH2:26][c:27]3[c:28]([O:37][CH3:38])[cH:29][c:30]([C:31](=[O:32])[O:33][CH3:34])[cH:35][cH:36]3)[cH:18][n:19]([CH2:23][CH2:24][CH3:25])[c:20]2[cH:21][cH:22]1)([CH3:39])[CH3:40]. The reactants are potassium t-butylate, CS(=O)C (dimethyl sulfoxide), CN1C(=NCC1)C(C1=CC=CC=C1)C1=NC=CC=C1 (1-methyl-2-(2-pyridylbenzyl)imidazoline). The product is CN1C(=NCC1)C(C1=CC=CC=C1)(C1=NC=CC=C1)O (1-methyl-2[α(-2-pyridyl)hydroxybenzyl] imidazoline). Reaction SMILES: [CH3:1][N:2]1[CH2:6][CH2:5][N:4]=[C:3]1[CH:7]([C:14]1[CH:19]=[CH:18][CH:17]=[CH:16][N:15]=1)[C:8]1[CH:13]=[CH:12][CH:11]=[CH:10][CH:9]=1.CS(C)=[O:22]>>[CH3:1][N:2]1[CH2:6][CH2:5][N:4]=[C:3]1[C:7]([OH:22])([C:14]1[CH:19]=[CH:18][CH:17]=[CH:16][N:15]=1)[C:8]1[CH:13]=[CH:12][CH:11]=[CH:10][CH:9]=1. Reported procedure: Add 5 g. of 1-methyl-2-(2-pyridylbenzyl)imidazoline and 25 ml. of dimethyl sulfoxide to a solution of potassium t-butylate (prepared from 1.4 g. of potassium and 200 ml. of t-butanol) and stir the resulting solution in a stream of dry air for 30 hrs. Add 2.1 ml. of acetic acid to the resulting mixture and remove the alcohol in vacuo. Shake the residue with 200 ml. of benzene and 50 ml. of cooled 5% sodium carbonate. Separate the benzene phase, water-wash, dry, filter and evaporate in vacuo. Recr... Starting materials: COc1ccc(B(O)O)cc1, Cc1ccccc1, COc1cccc(Cl)c1, [F-], [K+]. The product is COc1ccc(-c2cccc(OC)c2)cc1. Reaction SMILES: [CH3:10][O:11][c:12]1[cH:13][cH:14][c:15]([B:18]([OH:19])[OH:20])[cH:16][cH:17]1.[CH3:23][c:24]1[cH:25][cH:26][cH:27][cH:28][cH:29]1.[Cl:1][c:2]1[cH:3][c:4]([O:8][CH3:9])[cH:5][cH:6][cH:7]1.[F-:21].[K+:22]>>[c:2]1(-[c:15]2[cH:14][cH:13][c:12]([O:11][CH3:10])[cH:17][cH:16]2)[cH:3][c:4]([O:8][CH3:9])[cH:5][cH:6][cH:7]1. The reactants are C(#C)C=1C=NN2C1N=C(C=C2C(F)(F)F)C2=CC(=CC=C2)C(F)(F)F (3-ethynyl-7-trifluoromethyl-5-(3-trifluoromethyl-phenyl)-pyrazolo[1,5-a]pyrimidine), NC1=CC=C(C=N1)Br (6-amino-3-bromo-pyridine). Product: FC(C1=CC(=NC=2N1N=CC2C#CC=2C=CC(=NC2)N)C2=CC(=CC=C2)C(F)(F)F)(F)F (5-[7-Trifluoromethyl-5-(3-trifluoromethyl-phenyl)-pyrazolo[1,5-a]pyrimidin-3-ylethynyl]-pyridin-2-ylamine), solid. Isolated yield 9.0%. RXN SMILES: [C:1]([C:3]1[CH:4]=[N:5][N:6]2[C:11]([C:12]([F:15])([F:14])[F:13])=[CH:10][C:9]([C:16]3[CH:21]=[CH:20][CH:19]=[C:18]([C:22]([F:25])([F:24])[F:23])[CH:17]=3)=[N:8][C:7]=12)#[CH:2].[NH2:26][C:27]1[N:32]=[CH:31][C:30](Br)=[CH:29][CH:28]=1>>[F:15][C:12]([F:14])([F:13])[C:11]1[N:6]2[N:5]=[CH:4][C:3]([C:1]#[C:2][C:30]3[CH:29]=[CH:28][C:27]([NH2:26])=[N:32][CH:31]=3)=[C:7]2[N:8]=[C:9]([C:16]2[CH:21]=[CH:20][CH:19]=[C:18]([C:22]([F:25])([F:24])[F:23])[CH:17]=2)[CH:10]=1. Reported procedure: The title compound was prepared from 3-ethynyl-7-trifluoromethyl-5-(3-trifluoromethyl-phenyl)-pyrazolo[1,5-a]pyrimidine (example C.10) (178 mg, 0.5 mmol) and commercially available 6-amino-3-bromo-pyridine (87 mg, 0.5 mmol) according to general procedure II. Obtained as an orange solid (19 mg, 9%). MS (ISP) 447.9 [(M+H)+]; mp 177° C. Starting materials: NC=1C(=C2C(=NC1)SC1=C2CCC1)C1=C(C=CC=C1)Cl (3-amino-4-(2-chlorophenyl)-6,7-dihydro-5H-cyclopenta[1',2':5,4]thieno[2,3-b]pyridine), CN(C1=CC=CC=C1)C (N,N-dimethylaniline), FC1=C(C(=O)Cl)C=CC(=C1)F (2,4-difluorobenzoyl chloride). Run in ClCCl (dichloromethane). Reaction conditions: time 10 minute. Product: ClC1=C(C=CC=C1)C1=C2C(=NC=C1NC(C1=C(C=C(C=C1)F)F)=O)SC1=C2CCC1 (4-(2-chlorophenyl)-3-(2,4 -difluorobenzoylamino)-6,7-dihydro-5H-cyclopenta[1',2':5,4]thieno[2,3-b]pyridine). Isolated yield 93.6%. Reaction SMILES: [NH2:1][C:2]1[C:3]([C:14]2[CH:19]=[CH:18][CH:17]=[CH:16][C:15]=2[Cl:20])=[C:4]2[C:10]3[CH2:11][CH2:12][CH2:13][C:9]=3[S:8][C:5]2=[N:6][CH:7]=1.CN(C)C1C=CC=CC=1.[F:30][C:31]1[CH:39]=[C:38]([F:40])[CH:37]=[CH:36][C:32]=1[C:33](Cl)=[O:34]>ClCCl>[Cl:20][C:15]1[CH:16]=[CH:17][CH:18]=[CH:19][C:14]=1[C:3]1[C:2]([NH:1][C:33](=[O:34])[C:32]2[CH:36]=[CH:37][C:38]([F:40])=[CH:39][C:31]=2[F:30])=[CH:7][N:6]=[C:5]2[S:8][C:9]3[CH2:13][CH2:12][CH2:11][C:10]=3[C:4]=12. Reported procedure: To a solution of 3-amino-4-(2-chlorophenyl)-6,7-dihydro-5H-cyclopenta[1',2':5,4]thieno[2,3-b]pyridine (150 mg) and N,N-dimethylaniline (0.065 ml) in dichloromethane (3 ml) was added dropwise 2,4-difluorobenzoyl chloride (0.07 ml) with ice-cooling. The mixture was stirred for 10 minutes with ice-cooling and then stirred at room temperature for 2 hours. Then, the mixture was washed in turn with water, aqueous saturated NaHCO3 solution and water, and dried over MgSO4. The solvent was distilled off ...